Dataset: the Open Reaction Database (ORD), a public repository of structured organic reaction records. Task: describe an organic reaction: reactants, conditions, products, and yield Starting materials: C[C@H](CCCOC1=CC=C(C(=O)O)C=C1)CCC ((S)-4-(4'-methylheptyloxy)benzoic acid), C[C@H](CCCCOC1=CC=C(C(=O)O)C=C1)CCC ((S)-4-(5'-methyloctoxy)benzoic acid). Yields the product C(CCCCCCC)C1=CC=C(C=C1)OC(C1=CC=C(C=C1)OCCCC[C@H](CCC)C)=O ((S)-4-(5'-methyloctoxy)benzoic acid 4-n-octylphenyl ester). RXN SMILES: C[C@@H](CCC)CCCO[C:7]1[CH:15]=[CH:14][C:10]([C:11](O)=O)=[CH:9][CH:8]=1.[CH3:19][C@@H:20]([CH2:35][CH2:36][CH3:37])[CH2:21][CH2:22][CH2:23][CH2:24][O:25][C:26]1[CH:34]=[CH:33][C:29]([C:30]([OH:32])=[O:31])=[CH:28][CH:27]=1>>[CH2:11]([C:10]1[CH:9]=[CH:8][C:7]([O:31][C:30](=[O:32])[C:29]2[CH:28]=[CH:27][C:26]([O:25][CH2:24][CH2:23][CH2:22][CH2:21][C@@H:20]([CH3:19])[CH2:35][CH2:36][CH3:37])=[CH:34][CH:33]=2)=[CH:15][CH:14]=1)[CH2:14][CH2:15][CH2:7][CH2:8][CH2:9][CH2:10][CH3:11]. Reported procedure: The procedure of Example 8 was followed except that the (S)-4-(4'-methylheptyloxy)benzoic acid was replaced by (S)-4-(5'-methyloctoxy)benzoic acid to thereby give the title compound. Reactants: OCC=1C=C(OC1)[Si](C)(C)C (4-hydroxymethyl-2-trimethylsilylfuran), N1=CC=CC=C1 (pyridine), C(CCCCCCCCCCC)(=O)Cl (lauroyl chloride). The solvent is O1CCCC1 (tetrahydrofuran). Conditions: time 30 minute. Yields the product C(CCCCCCCCCCC)(=O)OCC=1C=C(OC1)[Si](C)(C)C (4-Dodecoyloxymethyl-2-trimethylsilylfuran). Reaction SMILES: [OH:1][CH2:2][C:3]1[CH:4]=[C:5]([Si:8]([CH3:11])([CH3:10])[CH3:9])[O:6][CH:7]=1.N1C=CC=CC=1.[C:18](Cl)(=[O:30])[CH2:19][CH2:20][CH2:21][CH2:22][CH2:23][CH2:24][CH2:25][CH2:26][CH2:27][CH2:28][CH3:29]>O1CCCC1>[C:18]([O:1][CH2:2][C:3]1[CH:4]=[C:5]([Si:8]([CH3:11])([CH3:10])[CH3:9])[O:6][CH:7]=1)(=[O:30])[CH2:19][CH2:20][CH2:21][CH2:22][CH2:23][CH2:24][CH2:25][CH2:26][CH2:27][CH2:28][CH3:29]. Procedure details: To a stirred solution of 4-hydroxymethyl-2-trimethylsilylfuran (0.288 g., 1.70 mmol) and pyridine (0.214 g., 2.55 mmol) in 30 ml dry tetrahydrofuran at 0 degrees was added lauroyl chloride (0.408 g., 1.86 mmol). This solution was allowed to warm to room temperature, stirred 30 minutes, and partitioned between ethyl ether and 5% sodium bicarbonate solution. The organic portion was washed with aqueous cupric sulfate solution, water, saturated sodium chloride solution, dried over magnesium sulfate,...